The task is: describe an organic reaction: reactants, conditions, products, and yield. This data is from the Open Reaction Database (ORD), a public repository of structured organic reaction records. Reactants: CO, Cl, NO, [Na+], [OH-], CC(=O)C=Cc1cccc2ccccc12. Yields the product CC(C=Cc1cccc2ccccc12)=NO. RXN SMILES: [CH3:21][OH:22].[ClH:16].[NH2:17][OH:18].[Na+:20].[OH-:19].[c:1]1([CH:11]=[CH:12][C:13]([CH3:14])=[O:15])[cH:2][cH:3][cH:4][c:5]2[cH:6][cH:7][cH:8][cH:9][c:10]12>>[c:1]1([CH:11]=[CH:12][C:13]([CH3:14])=[N:17][OH:18])[cH:2][cH:3][cH:4][c:5]2[cH:6][cH:7][cH:8][cH:9][c:10]12. Starting materials: C(C)(C)(C)OC(N[C@@H]1C(N[C@H](C(N[C@@H](C[C@@H](CCC=CCCC1)C)[C@H](C[C@@H](C)C(NCCCC)=O)O)=O)C)=O)=O ([(3S,6S,14R,16S)-16-((1S,3R)-3-butylcarbamoyl-1-hydroxy-butyl)-3,14-dimethyl-2,5-dioxo-1,4-diaza-cyclohexadec-10-en-6-yl]-carbamic acid tert-butyl ester). Reagents/catalysts: [Pd] (Pd-C). Solvent: C1CCOC1 (THF), CCO (EtOH). The product is C(C)(C)(C)OC(N[C@@H]1C(N[C@H](C(N[C@@H](C[C@@H](CCCCCCC1)C)[C@H](C[C@@H](C)C(NCCCC)=O)O)=O)C)=O)=O ([(3S,6S,14R,16S)-16-((1S,3R)-3-Butylcarbamoyl-1-hydroxy-butyl)-3,14-dimethyl-2,5-dioxo-1,4-diaza-cyclohexadec-6-yl]-carbamic acid tert-butyl ester). RXN SMILES: [C:1]([O:5][C:6](=[O:40])[NH:7][C@H:8]1[CH2:23][CH2:22][CH2:21][CH:20]=[CH:19][CH2:18][CH2:17][C@@H:16]([CH3:24])[CH2:15][C@@H:14]([C@@H:25]([OH:36])[CH2:26][C@H:27]([C:29](=[O:35])[NH:30][CH2:31][CH2:32][CH2:33][CH3:34])[CH3:28])[NH:13][C:12](=[O:37])[C@H:11]([CH3:38])[NH:10][C:9]1=[O:39])([CH3:4])([CH3:3])[CH3:2]>C1COCC1.CCO.[Pd]>[C:1]([O:5][C:6](=[O:40])[NH:7][C@H:8]1[CH2:23][CH2:22][CH2:21][CH2:20][CH2:19][CH2:18][CH2:17][C@@H:16]([CH3:24])[CH2:15][C@@H:14]([C@@H:25]([OH:36])[CH2:26][C@H:27]([C:29](=[O:35])[NH:30][CH2:31][CH2:32][CH2:33][CH3:34])[CH3:28])[NH:13][C:12](=[O:37])[C@H:11]([CH3:38])[NH:10][C:9]1=[O:39])([CH3:4])([CH3:3])[CH3:2]. Procedure details: A solution of 199 mg (0.35 mmol) [(3S,6S,14R,16S)-16-((1S,3R)-3-butylcarbamoyl-1-hydroxy-butyl)-3,14-dimethyl-2,5-dioxo-1,4-diaza-cyclohexadec-10-en-6-yl]-carbamic acid tert-butyl ester in 10 ml THF and 10 ml EtOH is stirred in the presence of 20 mg 10% Pd-C under an hydrogen atmosphere for 1 h. The mixture is filtered over a pad of celite and the solvent evaporated. This yields the title compound as a white powder. Starting materials: FC1=CC=C2C(N(C(C2=C1)=O)C=1C=NC=C(C1)CO)(C)C (6-fluoro-2-(5-hyroxymethyl-pyridin-3-yl)-3,3-dimethyl-2,3-dihydro-isoindol-1-one), S(=O)(Cl)Cl (thionyl chloride). Run in C(Cl)Cl (DCM). Run at temperature 3.5 celsius, time 0.5 hour. Yields the product ClCC=1C=C(C=NC1)N1C(C2=CC(=CC=C2C1(C)C)F)=O (2-(5-Chloromethyl-pyridin-3-yl)-6-fluoro-3,3-dimethyl-2,3-dihydro-isoindol-1-one). Isolated yield 104.8%. As a reaction SMILES: [F:1][C:2]1[CH:10]=[C:9]2[C:5]([C:6]([CH3:21])([CH3:20])[N:7]([C:12]3[CH:13]=[N:14][CH:15]=[C:16]([CH2:18]O)[CH:17]=3)[C:8]2=[O:11])=[CH:4][CH:3]=1.S(Cl)([Cl:24])=O>C(Cl)Cl>[Cl:24][CH2:18][C:16]1[CH:17]=[C:12]([N:7]2[C:6]([CH3:21])([CH3:20])[C:5]3[C:9](=[CH:10][C:2]([F:1])=[CH:3][CH:4]=3)[C:8]2=[O:11])[CH:13]=[N:14][CH:15]=1. Procedure details: To a solution of 6-fluoro-2-(5-hyroxymethyl-pyridin-3-yl)-3,3-dimethyl-2,3-dihydro-isoindol-1-one (52 mg) in DCM (10 mL) was added thionyl chloride (0.14 mL, 1.9 mmol) slowly at 0° C. After the addition, the reaction mixture was stirred at 2-5° C. for 0.5 hour before it was poured into satd. aq. NaHCO3 solution (10 mL) and extracted with DCM (2×15 mL). The combined organic layers were washed with brine, dried over anhy. Na2SO4, filtered and concentrated in vacuo to give a crude product (58 mg 10... The reactants are BrC=1C(=NNC1C)C (4-bromo-3,5-dimethylpyrazole), BrCCCCCCCC (1-bromooctane), IC=1C=NNC1 (4-iodopyrazole). Yields the product BrC=1C(=NN(C1C)CCCCC)C (4-bromo-3,5-dimethyl-1-pentyl-1H-pyrazole). As a reaction SMILES: [Br:1][C:2]1[C:3]([CH3:8])=[N:4][NH:5][C:6]=1[CH3:7].Br[CH2:10][CH2:11][CH2:12][CH2:13][CH2:14]CCC.IC1C=NNC=1>>[Br:1][C:2]1[C:3]([CH3:8])=[N:4][N:5]([CH2:10][CH2:11][CH2:12][CH2:13][CH3:14])[C:6]=1[CH3:7]. Procedure: The desired product was prepared by substituting 5-iodopentane and 4-bromo-3,5-dimethylpyrazole for 1-bromooctane and 4-iodopyrazole, respectively, in Example 198A. MS (ESI(+)) m/e 245, 247 (M+H)+.